This data is from the Open Reaction Database (ORD), a public repository of structured organic reaction records. The task is: describe an organic reaction: reactants, conditions, products, and yield The reactants are ClC=1C=CC=2N(N1)C(NN2)=O (6-chloro-2,3-dihydro-s-triazolo[4,3-b]pyridazin-3-one), O (water), ClCC(=O)OCC (ethyl chloroacetate), [H-].[Na+] (sodium hydride). Run in CN(C)C=O (DMF). Reaction conditions: temperature 90 celsius. The product is ClC=1C=CC=2N(N1)C(N(N2)CC(=O)OCC)=O (6-chloro-2,3-dihydro-2-ethoxycarbonylmethyl-s-triazolo[4,3-b]pyridazin-3-one). Reaction SMILES: [Cl:1][C:2]1[CH:3]=[CH:4][C:5]2[N:6]([C:8](=[O:11])[NH:9][N:10]=2)[N:7]=1.[H-].[Na+].Cl[CH2:15][C:16]([O:18][CH2:19][CH3:20])=[O:17].O>CN(C=O)C>[Cl:1][C:2]1[CH:3]=[CH:4][C:5]2[N:6]([C:8](=[O:11])[N:9]([CH2:15][C:16]([O:18][CH2:19][CH3:20])=[O:17])[N:10]=2)[N:7]=1 |f:1.2|. Reported procedure: To a solution of 6-chloro-2,3-dihydro-s-triazolo[4,3-b]pyridazin-3-one [P. Francavilla and F. Lauria, J. Het. Chem., 8, 415 (1971)](1, 1.00 g., 5.9 m.mole) in dry DMF (30 ml.) was added sodium hydride (50% in paraffin, 0.3 g., 6.3 m.mole) under stirring with formation of yellow crystals. To the mixture was added ethyl chloroacetate (1.4 ml., 13 m.mole) and the mixture was heated at 90° C. for 8 hours with stirring. After cooling, the reaction mixture was poured into water (50 ml) and extracted w... Reactants: O1C(=NC=C1)C1=C2C=3[C@H](CNC3C=C1)C[C@@H](C2)N(CCC)CCC ((-)(2aR,4S)-6-(2-oxazolyl)-4-(di-n-propylamino)-1,2,2a,3,4,5-hexahydrobenz[cd]indole). The reagents and catalysts are O=[Mn]=O (MnO2). The solvent is C(Cl)Cl (CH2Cl2). Product: O1C(=NC=C1)C1=C2C=3C(=CNC3C=C1)C[C@@H](C2)N(CCC)CCC ((-)(4R)-6-(2-oxazolyl)-4-(di-n-propylamino)-1,3,4,5-tetrahydrobenz[cd]indole). Yield: 37.1%. Reaction SMILES: [O:1]1[CH:5]=[CH:4][N:3]=[C:2]1[C:6]1[CH:14]=[CH:13][C:12]2[NH:11][CH2:10][C@@H:9]3[CH2:15][C@H:16]([N:18]([CH2:22][CH2:23][CH3:24])[CH2:19][CH2:20][CH3:21])[CH2:17][C:7]=1[C:8]=23>C(Cl)Cl.O=[Mn]=O>[O:1]1[CH:5]=[CH:4][N:3]=[C:2]1[C:6]1[CH:14]=[CH:13][C:12]2[NH:11][CH:10]=[C:9]3[CH2:15][C@H:16]([N:18]([CH2:22][CH2:23][CH3:24])[CH2:19][CH2:20][CH3:21])[CH2:17][C:7]=1[C:8]=23. Procedure details: A solution of 0.65 g (2.0 mmol) of (-)(2aR,4S)-6-(2-oxazolyl)-4-(di-n-propylamino)-1,2,2a,3,4,5-hexahydrobenz[cd]indole in 30 ml of CH2Cl2 was sonicated (50-55 KHz) in the presence of 2.5 g of MnO2 for 5 hours. The oxidant was removed by filtration through celite. The crude product obtained after filtering and removing the solvent was chromatographed over 15 g of silica gel using 1:9 EtOAc/toluene, then crystallized from isooctane to provide 0.24 g of title compound.